From a dataset of the Open Reaction Database (ORD), a public repository of structured organic reaction records. describe an organic reaction: reactants, conditions, products, and yield The reactants are O=C([O-])[O-], CC(C)(C)OC(=O)NCCBr, Clc1ccc(OC2CNCc3occc32)cc1Cl, Cl, [Cs+], [Cs+], CN(C)C=O, O. Product: CC(C)(C)OC(=O)NCCN1Cc2occc2C(Oc2ccc(Cl)c(Cl)c2)C1. RXN SMILES: [C:20](=[O:21])([O-:22])[O-:23].[C:26]([CH3:27])([CH3:28])([CH3:29])[O:30][C:31](=[O:32])[NH:33][CH2:34][CH2:35][Br:36].[Cl:2][c:3]1[cH:4][c:5]([O:10][CH:11]2[c:12]3[c:13]([o:17][cH:18][cH:19]3)[CH2:14][NH:15][CH2:16]2)[cH:6][cH:7][c:8]1[Cl:9].[ClH:1].[Cs+:24].[Cs+:25].[O:38]=[CH:39][N:40]([CH3:41])[CH3:42].[OH2:37]>>[Cl:2][c:3]1[cH:4][c:5]([O:10][CH:11]2[c:12]3[c:13]([o:17][cH:18][cH:19]3)[CH2:14][N:15]([CH2:35][CH2:34][NH:33][C:31]([O:30][C:26]([CH3:27])([CH3:28])[CH3:29])=[O:32])[CH2:16]2)[cH:6][cH:7][c:8]1[Cl:9]. Conditions: time 3 hour. Reactants: OC[C@H](O)[C@@H](O)[C@H](O)[C@H](O)CO (sorbitol), CS(=O)C (dimethylsulfoxide), C1=CC=CC=C1 (benzene), C(C)(C)C1=CC=C(C=O)C=C1 (p-isopropylbenzaldehyde), C9 alkylbenzenesulfonic acid, C(C)(C)O (isopropanol). The product is C(C)(C)C1=CC=C(C=C([C@H]([C@H]([C@@H]([C@H](C(O)=CC2=CC=C(C=C2)C(C)C)O)O)O)O)O)C=C1 (di-(p-isopropylbenzylidene)sorbitol). Reported procedure: The reaction procedure of Example 8 is repeated in the same manner with the exception of using 26.8 g of sorbitol, 48.0 g of p-isopropylbenzaldehyde, 1.0 g of C9 alkylbenzenesulfonic acid, 9 ml of dimethylsulfoxide, 120 ml of benzene and 100 ml of isopropanol. The reaction is conducted in a semisolid phase for 3 hours, giving di-(p-isopropylbenzylidene)sorbitol in a yield of 93% with a purity of 95%. Reaction SMILES: [OH:1][CH2:2][C@@H:3]([C@H:5]([C@@H:7]([C@@H:9]([CH2:11][OH:12])[OH:10])[OH:8])[OH:6])[OH:4].[CH:13]([C:16]1[CH:23]=[CH:22][C:19]([CH:20]=O)=[CH:18][CH:17]=1)([CH3:15])[CH3:14].[CH3:24]S(C)=O.[CH:28]1[CH:33]=[CH:32][CH:31]=[CH:30][CH:29]=1.[CH:34](O)([CH3:36])[CH3:35]>>[CH:13]([C:16]1[CH:23]=[CH:22][C:19]([CH:20]=[C:2]([OH:1])[C@@H:3]([OH:4])[C@@H:5]([OH:6])[C@H:7]([OH:8])[C@@H:9]([OH:10])[C:11](=[CH:24][C:28]2[CH:33]=[CH:32][C:31]([CH:34]([CH3:36])[CH3:35])=[CH:30][CH:29]=2)[OH:12])=[CH:18][CH:17]=1)([CH3:15])[CH3:14]. Isolated yield 93.0%. The reactants are FC(C(=O)O)(F)F (Trifluoroacetic acid), ClC1=C(C=CC(=C1)Cl)[C@@H](C)N1N=CC2=CC=C(C=C12)N1CCN(CC1)C(=O)[C@@H]1N(CCC1)C(=O)OC(C)(C)C ((R)-t-butyl 2-(4-(1-((R)-1-(2,4-dichlorophenyl)ethyl)-1H-indazol-6-yl)piperazine-1-carbonyl)pyrrolidine-1-carboxylate). The solvent is ClCCl (dichloromethane). Conditions: time 30 minute. Product: ClC1=C(C=CC(=C1)Cl)[C@@H](C)N1N=CC2=CC=C(C=C12)N1CCN(CC1)C(=O)[C@@H]1NCCC1 ((4-(1-((R)-1-(2,4-dichlorophenyl)ethyl)-1H-indazol-6-yl)piperazin-1-yl)((R)-pyrrolidin-2-yl)methanone). Yield: 59.1%. As a reaction SMILES: FC(F)(F)C(O)=O.[Cl:8][C:9]1[CH:14]=[C:13]([Cl:15])[CH:12]=[CH:11][C:10]=1[C@H:16]([N:18]1[C:26]2[C:21](=[CH:22][CH:23]=[C:24]([N:27]3[CH2:32][CH2:31][N:30]([C:33]([C@H:35]4[CH2:39][CH2:38][CH2:37][N:36]4C(OC(C)(C)C)=O)=[O:34])[CH2:29][CH2:28]3)[CH:25]=2)[CH:20]=[N:19]1)[CH3:17]>ClCCl>[Cl:8][C:9]1[CH:14]=[C:13]([Cl:15])[CH:12]=[CH:11][C:10]=1[C@H:16]([N:18]1[C:26]2[C:21](=[CH:22][CH:23]=[C:24]([N:27]3[CH2:28][CH2:29][N:30]([C:33]([C@H:35]4[CH2:39][CH2:38][CH2:37][NH:36]4)=[O:34])[CH2:31][CH2:32]3)[CH:25]=2)[CH:20]=[N:19]1)[CH3:17]. Procedure: Trifluoroacetic acid (0.5 mL) was added to a solution of (R)-t-butyl 2-(4-(1-((R)-1-(2,4-dichlorophenyl)ethyl)-1H-indazol-6-yl)piperazine-1-carbonyl)pyrrolidine-1-carboxylate (0.052 g, 0.088 mmol) in dichloromethane (2 mL) and the resulting solution was stirred at room temperature for 30 min. Excess solvent was removed in vacuo, and the residue was diluted with dichloromethane (10 mL). The organic layer was neutralized with saturated aqueous sodium bicarbonate, and the aqueous layer was further ... Starting materials: diaminophenyl, C(=O)(N1C=NC=C1)N1C=NC=C1 (carbonyldiimidazole), O1CCCC1 (tetrahydrofuran), diaminophenyl, intermediate ( j ). Yields the product N=1C(N=C2C1C=CC=C2)=O (benzoimidazolone), intermediate ( d ). Reaction SMILES: [C:1]([N:8]1C=CN=C1)([N:3]1[CH:7]=[CH:6]N=C1)=[O:2].O1[CH2:17][CH2:16][CH2:15][CH2:14]1>>[N:3]1[C:1](=[O:2])[N:8]=[C:14]2[CH:15]=[CH:16][CH:17]=[CH:6][C:7]=12. Procedure: In Scheme I, 2-fluoro-nitrobenzene is reacted with a primary amine, intermediate (h), wherein R1 is as described herein, to provide intermediate (i), which is reduced to a diaminophenyl, intermediate (j). The diaminophenyl is reacted with carbonyldiimidazole in the presence of an inert diluent, such as tetrahydrofuran, at a temperature range of from about 20° C. to about 40° C. for between about 12 and about 30 hours, to provide a benzoimidazolone compound of intermediate (d). A representative s... The reactants are C=C(C(F)(F)F)C(F)(F)F (HFIB), C(C)(C)N (isopropylamine), CN(C=O)C (dimethylformamide), C=C(C(F)(F)F)C(F)(F)F (HFIB), C=C(C(F)(F)F)C(F)(F)F (HFIB). Solvent: O (water). Product: C(C)(C)NCC(C(F)(F)F)C(F)(F)F (N-isopropyl N-(2-trifluoromethyl-3,3,3-trifluoropropyl)amine). As a reaction SMILES: [CH:1]([NH2:4])([CH3:3])[CH3:2].CN(C)C=O.[CH2:10]=[C:11]([C:16]([F:19])([F:18])[F:17])[C:12]([F:15])([F:14])[F:13]>O>[CH:1]([NH:4][CH2:10][CH:11]([C:16]([F:19])([F:18])[F:17])[C:12]([F:15])([F:14])[F:13])([CH3:3])[CH3:2]. Procedure details: To a mixture of isopropylamine (5.65 g) and dimethylformamide (DMF, 5 mL) was added HFIB in several portions over a period of about 0.5 h until a gentle reflux of HFIB was observed which did not dissipate. A dry-ice condenser was used to obtain the gentle reflux of HFIB at 25° C. for 15 h. The reaction mixture was poured into water (100 mL) and the bottom layer separated, washed with water (10 mL) and dried over sodium sulfate to provide N-isopropyl N-(2-trifluoromethyl-3,3,3-trifluoropropyl)ami... The reactants are C([O-])(O)=O.[Na+] (sodium bicarbonate), C(=O)NC=1SC=C(N1)C(C(=O)N[C@H]1[C@@H]2N(C(=C(CS2)C[N+]2(CCN(CC2)C(C2=CC(=C(C=C2)O)O)=O)C)C(=O)[O-])C1=O)=NOC (7β-[2-(2-formamidothiazol-4-yl)-2-methoxyiminoacetamido]-3-[1-methyl-4-(3,4-dihydroxybenzoyl)-1-piperazinio]methyl-3-cephem-4-carboxylate), ice water, Cl (hydrochloric acid). The solvent is CO (methanol). Conditions: time 4 hour. Yields the product NC=1SC=C(N1)C(C(=O)N[C@H]1[C@@H]2N(C(=C(CS2)C[N+]2(CCN(CC2)C(C2=CC(=C(C=C2)O)O)=O)C)C(=O)[O-])C1=O)=NOC (7β-[2-(2-aminothiazol-4-yl)-2-methoxyiminoacetamido]-3-[1-methyl-4-(3,4-dihydroxybenzoyl)-1-piperazinio]methyl-3-cephem-4-carboxylate). The yield is 37.7%. RXN SMILES: C([NH:3][C:4]1[S:5][CH:6]=[C:7]([C:9](=[N:43][O:44][CH3:45])[C:10]([NH:12][C@@H:13]2[C:41](=[O:42])[N:15]3[C:16]([C:38]([O-:40])=[O:39])=[C:17]([CH2:20][N+:21]4([CH3:37])[CH2:26][CH2:25][N:24]([C:27](=[O:36])[C:28]5[CH:33]=[CH:32][C:31]([OH:34])=[C:30]([OH:35])[CH:29]=5)[CH2:23][CH2:22]4)[CH2:18][S:19][C@H:14]23)=[O:11])[N:8]=1)=O.Cl.C(=O)(O)[O-].[Na+]>CO>[NH2:3][C:4]1[S:5][CH:6]=[C:7]([C:9](=[N:43][O:44][CH3:45])[C:10]([NH:12][C@@H:13]2[C:41](=[O:42])[N:15]3[C:16]([C:38]([O-:40])=[O:39])=[C:17]([CH2:20][N+:21]4([CH3:37])[CH2:26][CH2:25][N:24]([C:27](=[O:36])[C:28]5[CH:33]=[CH:32][C:31]([OH:34])=[C:30]([OH:35])[CH:29]=5)[CH2:23][CH2:22]4)[CH2:18][S:19][C@H:14]23)=[O:11])[N:8]=1 |f:2.3|. Reported procedure: To a suspension of 7β-[2-(2-formamidothiazol-4-yl)-2-methoxyiminoacetamido]-3-[1-methyl-4-(3,4-dihydroxybenzoyl)-1-piperazinio]methyl-3-cephem-4-carboxylate (syn isomer) (1.52 g) in methanol (9 ml) was added concentrated hydrochloric acid (1.92 ml). After being stirred at room temperature for 4 hours, the solution was poured into ice water (40 ml) and adjusted to pH 2 with a saturated aqueous solution of sodium bicarbonate. The mixture was concentrated in vacuo to remove methanol. The concentrat... Reactants: O=C1COc2ccc(Br)cc2N1, CC#N, COCCCCl, [F-], [I-], [K+], [K+]. Yields the product COCCCN1C(=O)COc2ccc(Br)cc21. RXN SMILES: [Br:1][c:2]1[cH:3][cH:4][c:5]2[c:6]([cH:12]1)[NH:7][C:8](=[O:11])[CH2:9][O:10]2.[CH3:23][C:24]#[N:25].[Cl:13][CH2:14][CH2:15][CH2:16][O:17][CH3:18].[F-:19].[I-:22].[K+:20].[K+:21]>>[Br:1][c:2]1[cH:3][cH:4][c:5]2[c:6]([cH:12]1)[N:7]([CH2:14][CH2:15][CH2:16][O:17][CH3:18])[C:8](=[O:11])[CH2:9][O:10]2. Reactants: C1(=CN2CCCC3=CC=CC1=C23)C=2C(NC(C2C2=CNC3=CC=C(C=C23)C2=CC=CC=C2)=O)=O (3-(5,6-Dihydro-4H-pyrrolo[3,2,1-ij]quinolin-1yl)-4-(5-phenyl-1H-indol-3-yl)pyrrole-2,5-dione). The solvent is CO (methanol). The product is C1(=CN2CCCC3=CC=CC1=C23)[C@@H]2C(NC([C@H]2C2=CNC3=CC=C(C=C23)C2=CC=CC=C2)=O)=O ((±)-trans-3-(5,6-dihydro-4H-pyrrolo[3,2,1-ij]quinolin-1yl)-4-(5-phenyl-1H-indol-3-yl)pyrrolidine-2,5-dione). Reaction SMILES: [C:1]1([C:13]2[C:14](=[O:34])[NH:15][C:16](=[O:33])[C:17]=2[C:18]2[C:26]3[C:21](=[CH:22][CH:23]=[C:24]([C:27]4[CH:32]=[CH:31][CH:30]=[CH:29][CH:28]=4)[CH:25]=3)[NH:20][CH:19]=2)[C:11]2=[C:12]3[C:7](=[CH:8][CH:9]=[CH:10]2)[CH2:6][CH2:5][CH2:4][N:3]3[CH:2]=1>CO>[C:1]1([C@H:13]2[C@H:17]([C:18]3[C:26]4[C:21](=[CH:22][CH:23]=[C:24]([C:27]5[CH:32]=[CH:31][CH:30]=[CH:29][CH:28]=5)[CH:25]=4)[NH:20][CH:19]=3)[C:16](=[O:33])[NH:15][C:14]2=[O:34])[C:11]2=[C:12]3[C:7](=[CH:8][CH:9]=[CH:10]2)[CH2:6][CH2:5][CH2:4][N:3]3[CH:2]=1. Procedure details: 3-(5,6-Dihydro-4H-pyrrolo[3,2,1-ij]quinolin-1yl)-4-(5-phenyl-1H-indol-3-yl)pyrrole-2,5-dione, prepared as in Example 32, was reduced with Mg in methanol as described in Example 2, Procedure C, to yield (±)-trans-3-(5,6-dihydro-4H-pyrrolo[3,2,1-ij]quinolin-1yl)-4-(5-phenyl-1H-indol-3-yl)pyrrolidine-2,5-dione. 1H NMR (CD3OD) δ: 2.00-2.16 (m, 2H), 2.94 (t, J=6.0 Hz, 2H), 3.92-3.99 (m, 1H), 4.00-4.08 (m, 1H), 4.36 (d, J=6.4 Hz, 1H), 4.68 (d, J=6.4 Hz 1H), 6.88-6.97 (m, 2H), 7.04 (s, 1H), 7.12-7.15 (... Starting materials: BrC1=C(C=C(C=C1)F)O (2-bromo-5-fluorophenol), C([O-])([O-])=O.[K+].[K+] (potassium carbonate), FC(S(=O)(=O)OCC(F)(F)F)(F)F (2,2,2-trifluoroethyl trifluoromethanesulfonate). The solvent is C(C)#N (acetonitrile), CN(C)C=O (DMF). Reaction conditions: temperature 150 celsius. Product: BrC1=C(C=C(C=C1)F)OCC(F)(F)F (1-bromo-4-fluoro-2-(2,2,2-trifluoroethoxy)benzene). The yield is 186.6%. As a reaction SMILES: [Br:1][C:2]1[CH:7]=[CH:6][C:5]([F:8])=[CH:4][C:3]=1[OH:9].C(=O)([O-])[O-].[K+].[K+].FC(F)(F)S(O[CH2:22][C:23]([F:26])([F:25])[F:24])(=O)=O>C(#N)C.CN(C=O)C>[Br:1][C:2]1[CH:7]=[CH:6][C:5]([F:8])=[CH:4][C:3]=1[O:9][CH2:22][C:23]([F:26])([F:25])[F:24] |f:1.2.3|. Procedure: To a stirred solution of 2-bromo-5-fluorophenol (1.5 g) in acetonitrile (0.5 mL) and DMF (8.5 mL) in a microwave tube was added potassium carbonate (2.1 g) and 2,2,2-trifluoroethyl trifluoromethanesulfonate (2.37 g). The mixture was heated to 150° C. in a microwave oven for 30 minutes. In a second microwave tube the same reaction was repeated. Both mixtures were combined. The solvent was removed in vacuum, ethyl acetate and hexane (1:1) was added and the mixture was washed with water. The organi... Starting materials: oil, [Si](C)(C)(C(C)(C)C)OC[C@H]1N(CC(C(=C1)CO)=O)C(=O)OC(C)(C)C ((S)-tert-butyl 2-((tert-butyldimethylsilyloxy)methyl)-4-(hydroxymethyl)-5-oxo-5,6-dihydropyridine-1(2H)-carboxylate), [Si](C)(C)(C(C)(C)C)OC[C@H]1N(C[C@H](C=C1C)O)C(=O)OC(C)(C)C ((2S,5S)-tert-butyl 2-((tert-butyldimethylsilyloxy)methyl)-5-hydroxy-3-methyl-5,6-dihydropyridine-1(2H)-carboxylate), [Si](C)(C)(C(C)(C)C)OC[C@H]1N(CC(C(=C1)CO)=O)C(=O)OC(C)(C)C ((S)-tert-butyl 2-((tert-butyldimethylsilyloxy)methyl)-4-(hydroxymethyl)-5-oxo-5,6-dihydropyridine-1(2H)-carboxylate). The product is [Si](C)(C)(C(C)(C)C)OC[C@H]1N(C[C@H](C(=C1)CO)O)C(=O)OC(C)(C)C ((2S,5S)-tert-butyl 2-((tert-butyldimethylsilyloxy)methyl)-5-hydroxy-4-(hydroxymethyl)-5,6-dihydropyridine-1(2H)-carboxylate). RXN SMILES: [Si](OC[C@@H]1C(C)=C[C@H](O)CN1C(OC(C)(C)C)=O)(C(C)(C)C)(C)C.[Si:25]([O:32][CH2:33][C@@H:34]1[CH:39]=[C:38]([CH2:40][OH:41])[C:37](=[O:42])[CH2:36][N:35]1[C:43]([O:45][C:46]([CH3:49])([CH3:48])[CH3:47])=[O:44])([C:28]([CH3:31])([CH3:30])[CH3:29])([CH3:27])[CH3:26]>>[Si:25]([O:32][CH2:33][C@@H:34]1[CH:39]=[C:38]([CH2:40][OH:41])[C@H:37]([OH:42])[CH2:36][N:35]1[C:43]([O:45][C:46]([CH3:49])([CH3:48])[CH3:47])=[O:44])([C:28]([CH3:31])([CH3:30])[CH3:29])([CH3:27])[CH3:26]. Procedure: The title compound was prepared as a colorless oil (13.7 g, 88%), according to the procedure described for Intermediate 79, from (S)-tert-butyl 2-((tert-butyldimethylsilyloxy)methyl)-4-(hydroxymethyl)-5-oxo-5,6-dihydropyridine-1(2H)-carboxylate (Intermediate 117).